This data is from the Open Reaction Database (ORD), a public repository of structured organic reaction records. The task is: describe an organic reaction: reactants, conditions, products, and yield Starting materials: C(C1=CC=CC=C1)[C@@H]([C@H](C[C@H](CC1=CC=C(C=C1)C1=NC=C(C=C1)C)NC(=O)OCC1=CC=CC=C1)O)NC(OC(C)(C)C)=O (tert-butyl(1S,2S,4S)-1-benzyl-4-{[(benzyloxy)carbonyl]amino}-2-hydroxy-5-[4-(5-methyl-2-pyridinyl)phenyl]pentylcarbamate), Cl (HCl). Reagents/catalysts: [OH-].[OH-].[Pd+2] (Pd(OH)2 on carbon). Run in CO (methanol), C(C)(=O)OCC (ethyl acetate). Conditions: temperature 25 celsius, time 18 hour. Product: N[C@H](C[C@@H]([C@H](CC1=CC=CC=C1)NC(OC(C)(C)C)=O)O)CC1=CC=C(C=C1)C1=NC=C(C=C1)C (tert-butyl(1S,2S,4S)-4-amino-1-benzyl-2-hydroxy-5-[4-(5-methyl-2-pyridinyl)phenyl]pentylcarbamate), hydrochloride salt. As a reaction SMILES: [CH2:1]([C@H:8]([NH:38][C:39](=[O:45])[O:40][C:41]([CH3:44])([CH3:43])[CH3:42])[C@@H:9]([OH:37])[CH2:10][C@@H:11]([NH:26]C(OCC1C=CC=CC=1)=O)[CH2:12][C:13]1[CH:18]=[CH:17][C:16]([C:19]2[CH:24]=[CH:23][C:22]([CH3:25])=[CH:21][N:20]=2)=[CH:15][CH:14]=1)[C:2]1[CH:7]=[CH:6][CH:5]=[CH:4][CH:3]=1.Cl>CO.C(OCC)(=O)C.[OH-].[OH-].[Pd+2]>[NH2:26][C@@H:11]([CH2:12][C:13]1[CH:18]=[CH:17][C:16]([C:19]2[CH:24]=[CH:23][C:22]([CH3:25])=[CH:21][N:20]=2)=[CH:15][CH:14]=1)[CH2:10][C@H:9]([OH:37])[C@@H:8]([NH:38][C:39](=[O:45])[O:40][C:41]([CH3:42])([CH3:43])[CH3:44])[CH2:1][C:2]1[CH:3]=[CH:4][CH:5]=[CH:6][CH:7]=1 |f:4.5.6|. Reported procedure: A solution containing the product from Example 92G (0.198 g, 0.325 mmol) in a mixture of methanol (1.6 mL) and ethyl acetate (1.6 mL) was treated with Pd(OH)2 on carbon (0.060 g, 20% Pd by wt.) and HCl solution (0.080 mL, 4N in dioxane), stirred under a hydrogen atmosphere (balloon pressure) at 25° C. for 18 hours, filtered through a bed of celite® and rinsed with methanol. The solvent was concentrated to give the title compound as the hydrochloride salt, which was used without further purificat... The reactants are ClC1=C(C=NC=C1)[N+](=O)[O-] (4-chloro-3-nitropyridine), [OH-].[K+] (potassium hydroxide), S (hydrogen sulfide). Run in CO (methanol). Run at temperature 25 celsius, time 2 hour. Product: [N+](=O)([O-])C=1C=NC=CC1S (3-nitro-4-sulfhydrylpyridine). As a reaction SMILES: Cl[C:2]1[CH:7]=[CH:6][N:5]=[CH:4][C:3]=1[N+:8]([O-:10])=[O:9].[OH-].[K+].[SH2:13]>CO>[N+:8]([C:3]1[CH:4]=[N:5][CH:6]=[CH:7][C:2]=1[SH:13])([O-:10])=[O:9] |f:1.2|. Procedure: 4-chloro-3-nitropyridine (18 g, 0.114M) was added to a cooled solution of 10 g of potassium hydroxide and 70 mL of methanol saturated with hydrogen sulfide. The reaction stirred for 2 hours at 25° C. and the solvents were removed by vacuum. The residue was acidified and filtered. (mp. 132° C.)